From a dataset of the Open Reaction Database (ORD), a public repository of structured organic reaction records. describe an organic reaction: reactants, conditions, products, and yield The reactants are CN1C(=NC=C1)C(=O)C1=CC(=C(C(=C1)[N+](=O)[O-])OC)OC (3,4-dimethoxy-5-nitrophenyl (1-methylimidazol-2-yl) ketone), Br (hydrobromic acid). Product: Br.CN1C(=NC=C1)C(=O)C1=CC(=C(C(=C1)[N+](=O)[O-])O)O (3,4-dihydroxy-5-nitrophenyl (1-methyl- imidazol-2-yl) ketone hydrobromide). RXN SMILES: [CH3:1][N:2]1[CH:6]=[CH:5][N:4]=[C:3]1[C:7]([C:9]1[CH:14]=[C:13]([N+:15]([O-:17])=[O:16])[C:12]([O:18]C)=[C:11]([O:20]C)[CH:10]=1)=[O:8].[BrH:22]>>[BrH:22].[CH3:1][N:2]1[CH:6]=[CH:5][N:4]=[C:3]1[C:7]([C:9]1[CH:14]=[C:13]([N+:15]([O-:17])=[O:16])[C:12]([OH:18])=[C:11]([OH:20])[CH:10]=1)=[O:8] |f:2.3|. Procedure details: 5.0 g of 3,4-dimethoxy-5-nitrophenyl (1-methylimidazol-2-yl) ketone are treated with 50 ml of hydrobromic acid (48%), whereupon the mixture is stirred under reflux temperature for 2 hours. After cooling the separated precipitate is filtered under suction, washed with ice-water and recrystallized from ethanol. There is obtained 3,4-dihydroxy-5-nitrophenyl (1-methyl- imidazol-2-yl) ketone hydrobromide in the form of yellow crystals of decomposition point >240°. Starting materials: BrC=1C=2C(C=[N+](C1)[O-])=CN(N2)C2=C(C=CC=C2Cl)Cl (7-bromo-2-(2,6-dichlorophenyl)-2H-pyrazolo[4,3-c]pyridine-5-oxide), P(=O)(Br)(Br)Br (phosphorus oxybromide). The solvent is ClCCCl (DCE). Conditions: temperature 0 celsius, time 15 minute. Yields the product BrC1=NC=C(C=2C1=CN(N2)C2=C(C=CC=C2Cl)Cl)Br (4,7-Dibromo-2-(2,6-dichlorophenyl)-2H-pyrazolo[4,3-c]pyridine). Yield: 54.0%. RXN SMILES: [Br:1][C:2]1[C:3]2[C:4](=[CH:9][N:10]([C:12]3[C:17]([Cl:18])=[CH:16][CH:15]=[CH:14][C:13]=3[Cl:19])[N:11]=2)[CH:5]=[N+:6]([O-])[CH:7]=1.P(Br)(Br)([Br:22])=O>ClCCCl>[Br:22][C:5]1[C:4]2=[CH:9][N:10]([C:12]3[C:17]([Cl:18])=[CH:16][CH:15]=[CH:14][C:13]=3[Cl:19])[N:11]=[C:3]2[C:2]([Br:1])=[CH:7][N:6]=1. Procedure: To a cooled (0° C.) suspension of 7-bromo-2-(2,6-dichlorophenyl)-2H-pyrazolo[4,3-c]pyridine-5-oxide (1.7 g, 4.7 mmol) in DCE (30 mL) was added phosphorus oxybromide (4.0 g, 14.1 mmol). The reaction mixture was stirred at 0° C. for 15 minutes, warmed to room temperature, and stirred for a further 2.25 hours. The reaction mixture was partitioned between DCM and sodium carbonate (sat. aq.). The organic layer was washed with brine, dried over anhydrous sodium sulfate, and concentrated under reduced ... Reactants: N1(CCC1)S(=O)(=O)N (azetidine-1-sulfonamide), C1(CCCCC1)P(C1=C(C=CC=C1)C1=C(C=C(C=C1C(C)C)C(C)C)C(C)C)C1CCCCC1 (2-dicyclohexylphosphino-2′,4′,6′-tri-isopropyl-1,1′-biphenyl), C([O-])([O-])=O.[Cs+].[Cs+] (cesium carbonate), C(C)OC([C@@H](C)OC1=NC(=NC(=C1)Cl)SCC1=C(C(=CC=C1)F)F)=O (2-[[6-chloro-2-[[(2,3-difluorophenyl)methyl]thio]-4-pyrimidinyl]oxy]-(2R)-propanoic acid ethyl ester), product. Reagents/catalysts: C=1C=CC(=CC1)/C=C/C(=O)/C=C/C2=CC=CC=C2.C=1C=CC(=CC1)/C=C/C(=O)/C=C/C2=CC=CC=C2.C=1C=CC(=CC1)/C=C/C(=O)/C=C/C2=CC=CC=C2.[Pd].[Pd] (tris(dibenzylideneacetone)dipalladium). Run in O1CCOCC1 (dioxane). The product is C(C)OC([C@@H](C)OC1=NC(=NC(=C1)NS(=O)(=O)N1CCC1)SCC1=C(C(=CC=C1)F)F)=O (2-[[6[(1-azetidinylsulfonyl)amino]-2-[[(2,3-difluorophenyl)methyl]thio]-4-pyrimidinyl]oxy]-(2R)-propanoic acid ethyl ester). Reaction SMILES: [N:1]1([S:5]([NH2:8])(=[O:7])=[O:6])[CH2:4][CH2:3][CH2:2]1.C1(P(C2CCCCC2)C2C=CC=CC=2C2C(C(C)C)=CC(C(C)C)=CC=2C(C)C)CCCCC1.C(=O)([O-])[O-].[Cs+].[Cs+].[CH2:49]([O:51][C:52](=[O:73])[C@H:53]([O:55][C:56]1[CH:61]=[C:60](Cl)[N:59]=[C:58]([S:63][CH2:64][C:65]2[CH:70]=[CH:69][CH:68]=[C:67]([F:71])[C:66]=2[F:72])[N:57]=1)[CH3:54])[CH3:50]>C1C=CC(/C=C/C(/C=C/C2C=CC=CC=2)=O)=CC=1.C1C=CC(/C=C/C(/C=C/C2C=CC=CC=2)=O)=CC=1.C1C=CC(/C=C/C(/C=C/C2C=CC=CC=2)=O)=CC=1.[Pd].[Pd].O1CCOCC1>[CH2:49]([O:51][C:52](=[O:73])[C@H:53]([O:55][C:56]1[CH:61]=[C:60]([NH:8][S:5]([N:1]2[CH2:4][CH2:3][CH2:2]2)(=[O:7])=[O:6])[N:59]=[C:58]([S:63][CH2:64][C:65]2[CH:70]=[CH:69][CH:68]=[C:67]([F:71])[C:66]=2[F:72])[N:57]=1)[CH3:54])[CH3:50] |f:2.3.4,6.7.8.9.10|. Reported procedure: The title compound was prepared according to the procedure outlined in example 1 step (iv) using a mixture of azetidine-1-sulfonamide (prepared according to patent WO 2004/011443, 0.61 g), tris(dibenzylideneacetone)dipalladium (0) (0.15 g), 2-dicyclohexylphosphino-2′,4′,6′-tri-isopropyl-1,1′-biphenyl (XPHOS) (105 mg), cesium carbonate (0.77 g), 2-[[6-chloro-2-[[(2,3-difluorophenyl)methyl]thio]-4-pyrimidinyl]oxy]-(2R)-propanoic acid ethyl ester (the product of example 11, step i) (0.61 g) and dio... Reactants: C(C1=CC=CC=C1)OC([C@@H](CC(=O)OC(C)(C)C)CC1=CC=CC=C1)=O (Benzyl-(2R)-3-(t-butoxycarbonyl)-2-benzyl-propionate). Reagents/catalysts: [Pd] (palladium on carbon). The solvent is CO (methanol). Product: C(C)(C)(C)OC(=O)C[C@H](C(=O)O)CC1=CC=CC=C1 ((2R)-3-tert-Butyloxycarbonyl-2-phenylmethylpropionic Acid). Yield: 98.0%. As a reaction SMILES: C([O:8][C:9](=[O:26])[C@H:10]([CH2:19][C:20]1[CH:25]=[CH:24][CH:23]=[CH:22][CH:21]=1)[CH2:11][C:12]([O:14][C:15]([CH3:18])([CH3:17])[CH3:16])=[O:13])C1C=CC=CC=1>[Pd].CO>[C:15]([O:14][C:12]([CH2:11][C@@H:10]([CH2:19][C:20]1[CH:21]=[CH:22][CH:23]=[CH:24][CH:25]=1)[C:9]([OH:26])=[O:8])=[O:13])([CH3:18])([CH3:16])[CH3:17]. Procedure details: The diester from Example 98 (1.41 g) and 10% palladium on carbon (0.70 g) in methanol were stirred under a hydrogen atmosphere for 2 h. Filtration and solvent evaporation afforded 1.03 g (98%) of the desired product as an oil. 1H NMR (CDCl3, TMS) δ 7.1-7.4 (m,5H), 2.95-3.15 (m,2H), 2.72 (dd,1H), 2.56 (dd,1H), 2.32 (dd,1H), 1.40 (s,9H). Reaction conditions: time 30 minute. Yields the product NCCNC(NC=1C=CC2=C(N=CO2)C1C)=S (5-[N'-(2-aminoethyl)thioureido]-4-methylbenzoxazole). Yield: 94.9%. Reactants: N(=C=S)C=1C=CC2=C(N=CO2)C1C (5-isothiocyanato-4-methylbenzoxazole), C(CN)N (ethylenediamine). Reported procedure: A solution of 5-isothiocyanato-4-methylbenzoxazole (0.68 g, 3.58 mmol) in toluene (75 mL) is treated with ethylenediamine (0.84 mL, 12.53 mmol). The reaction is stirred for 30 minutes as the product precipitates. The precipitate is filtered and dried in an oven to yield 0.85 g of 5-[N'-(2-aminoethyl)thioureido]-4-methylbenzoxazole as a white solid. Solvent: C1(=CC=CC=C1)C (toluene). As a reaction SMILES: [N:1]([C:4]1[CH:5]=[CH:6][C:7]2[O:11][CH:10]=[N:9][C:8]=2[C:12]=1[CH3:13])=[C:2]=[S:3].[CH2:14]([NH2:17])[CH2:15][NH2:16]>C1(C)C=CC=CC=1>[NH2:16][CH2:15][CH2:14][NH:17][C:2](=[S:3])[NH:1][C:4]1[CH:5]=[CH:6][C:7]2[O:11][CH:10]=[N:9][C:8]=2[C:12]=1[CH3:13]. Starting materials: C=CC(=O)OCCCCOc1ccc(C2(F)CC=CC(c3ccc(CCCC=O)cc3)=C2F)cc1, CC(C)=O, O. Product: C=CC(=O)OCCCCOc1ccc(C2(F)CC=CC(c3ccc(CCCC(=O)O)cc3)=C2F)cc1. Reaction SMILES: [C:1]([CH:2]=[CH2:3])(=[O:4])[O:5][CH2:6][CH2:7][CH2:8][CH2:9][O:10][c:11]1[cH:12][cH:13][c:14]([C:17]2([F:35])[CH2:18][CH:19]=[CH:20][C:21]([c:24]3[cH:25][cH:26][c:27]([CH2:30][CH2:31][CH2:32][CH:33]=[O:34])[cH:28][cH:29]3)=[C:22]2[F:23])[cH:15][cH:16]1.[CH3:37][C:38](=[O:39])[CH3:40].[OH2:36]>>[C:1]([CH:2]=[CH2:3])(=[O:4])[O:5][CH2:6][CH2:7][CH2:8][CH2:9][O:10][c:11]1[cH:12][cH:13][c:14]([C:17]2([F:35])[CH2:18][CH:19]=[CH:20][C:21]([c:24]3[cH:25][cH:26][c:27]([CH2:30][CH2:31][CH2:32][C:33](=[O:34])[OH:36])[cH:28][cH:29]3)=[C:22]2[F:23])[cH:15][cH:16]1. The reactants are CCOC(=O)c1csc(Nc2cccnc2)n1, CO, [Na+], C1CCOC1, [OH-]. Yields the product O=C(O)c1csc(Nc2cccnc2)n1. As a reaction SMILES: [CH2:1]([CH3:2])[O:3][C:4](=[O:5])[c:6]1[n:7][c:8]([NH:11][c:12]2[cH:13][n:14][cH:15][cH:16][cH:17]2)[s:9][cH:10]1.[CH3:25][OH:26].[Na+:24].[O:18]1[CH2:19][CH2:20][CH2:21][CH2:22]1.[OH-:23]>>[O:3]=[C:4]([OH:5])[c:6]1[n:7][c:8]([NH:11][c:12]2[cH:13][n:14][cH:15][cH:16][cH:17]2)[s:9][cH:10]1. Reactants: Cl (hydrochloric acid), C(#N)C1=CC=C(CN)C=C1 (p-cyanobenzylamine), resultant mixture. Run in O (water). Yields the product Cl.C(#N)C1=CC=C(CN)C=C1 (p-cyanobenzylamine hydrochloride). Isolated yield 66.8%. Reaction SMILES: [ClH:1].[C:2]([C:4]1[CH:11]=[CH:10][C:7]([CH2:8][NH2:9])=[CH:6][CH:5]=1)#[N:3]>O>[ClH:1].[C:2]([C:4]1[CH:11]=[CH:10][C:7]([CH2:8][NH2:9])=[CH:6][CH:5]=1)#[N:3] |f:3.4|. Procedure details: By use of a reactor similar to that employed in Example 3, concentrated hydrochloric acid (33.4 g) was added dropwise to a mixture containing crude p-cyanobenzylamine (41.3 g) obtained in Preparation Example 1 and water (25.8 g). The resultant mixture was cooled to room temperature, thereby forming white solid. The solid was separated through filtration at room temperature; washed twice with water (10 g×2); and dried under vacuum, thereby yielding 35.2 g of p-cyanobenzylamine hydrochloride (yiel... The reactants are 34, CN(C(C(C(C)=NOC)=NO)=O)C (N,N-dimethyl-2-hydroxyimino-3-methoxyiminobutyramide), CN=C=O (methyl isocyanate), C1CN2CCN1CC2 (triethylenediamine). Solvent: C(Cl)Cl (methylene chloride). Run at temperature 25 celsius, time 3 hour. The product is 32, CN(C(C(C(C)=NOC)=NOC(NC)=O)=O)C (N,N-dimethyl-3-methoxyimino-2-[(methylcarbamoyl)oximino]butyramide). As a reaction SMILES: [CH3:1][N:2]([CH3:13])[C:3](=[O:12])[C:4](=[N:10][OH:11])[C:5](=[N:7][O:8][CH3:9])[CH3:6].[CH3:14][N:15]=[C:16]=[O:17].C1N2CCN(CC2)C1>C(Cl)Cl>[CH3:13][N:2]([CH3:1])[C:3](=[O:12])[C:4](=[N:10][O:11][C:16](=[O:17])[NH:15][CH3:14])[C:5](=[N:7][O:8][CH3:9])[CH3:6]. Procedure: A mixture of 34 parts of N,N-dimethyl-2-hydroxyimino-3-methoxyiminobutyramide, 350 parts of methylene chloride, 13 parts of methyl isocyanate and one-tenth part triethylenediamine was stirred at 25° C. for 3 hours and then refluxed for 1 hour. The solvent was removed by stripping under reduced pressure (15 mm.) at 50° bath temperature, thereby affording the solid crude product. Recrystallization from a benzene-acetonitrile mixture gave 32 parts of N,N-dimethyl-3-methoxyimino-2-[(methylcarbamoyl)...